From a dataset of the Open Reaction Database (ORD), a public repository of structured organic reaction records. describe an organic reaction: reactants, conditions, products, and yield Reactants: [I-].[Li+] (Lithium iodide), COC(=O)C1(C(NC2=C(CC1C1=C(C=CC=C1)OC)C=C(C=C2)C(F)(F)F)=O)C (1,3,4,5-tetrahydro-3-(methoxycarbonyl)-4-(methoxyphenyl)-3-methyl-7-(trifluoromethyl)-2H-1-benzazepin-2-one). The reagents and catalysts are N1=CC=CC=C1 (pyridine). Solvent: C(C)(=O)OCC (ethyl acetate). Reaction conditions: time 8.5 hour. The product is COC1=C(C=CC=C1)C1C(C(NC2=C(C1)C=C(C=C2)C(F)(F)F)=O)C (1,3,4,5-Tetrahydro-4-(methoxyphenyl)-3-methyl-7-(trifluoromethyl)-2H-1-benzazepin-2-one). The yield is 100.0%. Reaction SMILES: [I-].[Li+].CO[C:5]([C:7]1(C)[CH:13]([C:14]2[CH:19]=[CH:18][CH:17]=[CH:16][C:15]=2[O:20][CH3:21])[CH2:12][C:11]2[CH:22]=[C:23]([C:26]([F:29])([F:28])[F:27])[CH:24]=[CH:25][C:10]=2[NH:9][C:8]1=[O:30])=O>N1C=CC=CC=1.C(OCC)(=O)C>[CH3:21][O:20][C:15]1[CH:16]=[CH:17][CH:18]=[CH:19][C:14]=1[CH:13]1[CH2:12][C:11]2[CH:22]=[C:23]([C:26]([F:27])([F:28])[F:29])[CH:24]=[CH:25][C:10]=2[NH:9][C:8](=[O:30])[CH:7]1[CH3:5] |f:0.1|. Procedure details: Lithium iodide (5.26 g; 39.3 mmole) was added to 1,3,4,5-tetrahydro-3-(methoxycarbonyl)-4-(methoxyphenyl)-3-methyl-7-(trifluoromethyl)-2H-1-benzazepin-2-one (4.00 g; 9.82 mmole) in pyridine (40 ml) (five drops of water were added) and the mixture was refluxed with stirring for 8.5 hours. The solution was dissolved in ethyl acetate and washed with 1N hydrochloric acid (three times). The organic layer was dried (magnesium sulfate) and concentrated giving 3.43 g of the title compound as a solid. Reactants: C(C)(C)(C)OC(C(CNC(=O)C=1N=C(C2=CC(=CC=C2C1O)OC1=CC=CC=C1)C#N)C1CC1)=O (3-[(1-cyano-4-hydroxy-7-phenoxy-isoquinoline-3-carbonyl)-amino]-2-cyclopropyl-propionic acid tert-butyl ester), C(=O)(C(F)(F)F)O (TFA). Run in C(Cl)Cl (DCM), CCOC(=O)C (EtOAc). Run at time 2 hour. Product: C(#N)C1=NC(=C(C2=CC=C(C=C12)OC1=CC=CC=C1)O)C(=O)NCC(C(=O)O)C1CC1 (3[(1-Cyano-4-hydroxy-7-phenoxy-isoquinoline-3-carbonyl)-amino]-2-cyclopropyl-propionic acid). As a reaction SMILES: C([O:5][C:6](=[O:35])[CH:7]([CH:32]1[CH2:34][CH2:33]1)[CH2:8][NH:9][C:10]([C:12]1[N:13]=[C:14]([C:30]#[N:31])[C:15]2[C:20]([C:21]=1[OH:22])=[CH:19][CH:18]=[C:17]([O:23][C:24]1[CH:29]=[CH:28][CH:27]=[CH:26][CH:25]=1)[CH:16]=2)=[O:11])(C)(C)C.C(O)(C(F)(F)F)=O>C(Cl)Cl.CCOC(C)=O>[C:30]([C:14]1[C:15]2[C:20](=[CH:19][CH:18]=[C:17]([O:23][C:24]3[CH:25]=[CH:26][CH:27]=[CH:28][CH:29]=3)[CH:16]=2)[C:21]([OH:22])=[C:12]([C:10]([NH:9][CH2:8][CH:7]([CH:32]2[CH2:34][CH2:33]2)[C:6]([OH:35])=[O:5])=[O:11])[N:13]=1)#[N:31]. Procedure details: A mixture of 3-[(1-cyano-4-hydroxy-7-phenoxy-isoquinoline-3-carbonyl)-amino]-2-cyclopropyl-propionic acid tert-butyl ester (65 mg) and TFA (2 mL) in DCM (2 mL) was stirred at rt for 2 h. The mixture was subsequently concentrated and resulting residue was dissolved in EtOAc, washed with water, diluted NaCl solution and dried over anhydrous sodium sulfate, filtered, concentrated and solids were treated with hot DCM/hexanes (1:1 by volume); solids after cooling were collected via filtration, giving... The reactants are ClC=1C=C(N)C=C(C1)Cl (3,5-dichloroaniline), C(C)C(C(=O)[O-])=O (ethylglyoxalate), ClC=1C=C(C=C)C=CC1 (3-chlorostyrene), FC(C(=O)O)(F)F (trifluoroacetic acid). The solvent is C(C)#N (acetonitrile). Yields the product C(C)OC(=O)C1NC2=CC(=CC(=C2C(C1)C1=CC(=CC=C1)Cl)Cl)Cl (5,7-dichloro-4-(3-chlorophenyl)-1,2,3,4-tetrahydroquinoline-2-carboxylic Acid Ethyl Ester). As a reaction SMILES: [Cl:1][C:2]1[CH:3]=[C:4]([CH:6]=[C:7]([Cl:9])[CH:8]=1)[NH2:5].[CH2:10]([C:12](=O)[C:13]([O-:15])=[O:14])[CH3:11].[Cl:17][C:18]1[CH:19]=[C:20]([CH:23]=[CH:24][CH:25]=1)C=C.F[C:27](F)(F)[C:28](O)=O>C(#N)C>[CH2:27]([O:15][C:13]([CH:12]1[CH2:10][CH:11]([C:24]2[CH:23]=[CH:20][CH:19]=[C:18]([Cl:17])[CH:25]=2)[C:3]2[C:4](=[CH:6][C:7]([Cl:9])=[CH:8][C:2]=2[Cl:1])[NH:5]1)=[O:14])[CH3:28]. Procedure: Compound 34 was prepared by the basic process from 5.0 mmol 3,5-dichloroaniline, 5.5 mmol ethylglyoxalate solution (50% toluene), 15.0 mmol 3-chlorostyrene and 5.0 mmol trifluoroacetic acid in 30.0 ml acetonitrile. Starting materials: C(C)(C)(C)OC(=O)N[C@@H](C(=O)O)C1CC2=CC=CC=C2C1 ((2R)-[(tert-butoxycarbonyl)amino](2,3-dihydro-1H-inden-2-yl)ethanoic acid), CN1CCOCC1 (N-methylmorpholine), O1C=CC2=C1C=CC(=C2)C(C(=O)N(C)C)N[C@@H](CC(C)C)C(=O)O (N-[1-(benzofuran-5-yl)-2-(dimethylamino)-2-oxoethyl]-L-leucine), C(C)(C)OC(=O)Cl (isopropylchloroformate). Solvent: O1CCCC1 (tetrahydrofuran), CN(C=O)C (dimethylformamide), C1(=CC=CC=C1)C (toluene). Reaction conditions: time 10 minute. Yields the product O1C=CC2=C1C=CC(=C2)[C@H](C(=O)N(C)C)N2C([C@H](NC([C@H]2CC(C)C)=O)C2CC1=CC=CC=C1C2)=O ((2R)-2-(benzofuran-5-yl)-2-[(3R,6R)-3-(2,3-dihydro-1H-inden-2-yl)-6-isobutyl-2,5-dioxopiperazin-1-yl]-N,N-dimethylethanamide). The yield is 7.3%. RXN SMILES: C(O[C:6]([NH:8][C@H:9]([CH:13]1[CH2:21][C:20]2[C:15](=[CH:16][CH:17]=[CH:18][CH:19]=2)[CH2:14]1)[C:10]([OH:12])=O)=[O:7])(C)(C)C.CN1CCOCC1.C(OC(Cl)=O)(C)C.[O:36]1[C:40]2[CH:41]=[CH:42][C:43]([CH:45]([NH:51][C@H:52](C(O)=O)[CH2:53][CH:54]([CH3:56])[CH3:55])[C:46]([N:48]([CH3:50])[CH3:49])=[O:47])=[CH:44][C:39]=2[CH:38]=[CH:37]1>O1CCCC1.C1(C)C=CC=CC=1.CN(C)C=O>[O:36]1[C:40]2[CH:41]=[CH:42][C:43]([C@@H:45]([N:51]3[C@H:52]([CH2:53][CH:54]([CH3:56])[CH3:55])[C:6](=[O:7])[NH:8][C@H:9]([CH:13]4[CH2:14][C:15]5[C:20](=[CH:19][CH:18]=[CH:17][CH:16]=5)[CH2:21]4)[C:10]3=[O:12])[C:46]([N:48]([CH3:49])[CH3:50])=[O:47])=[CH:44][C:39]=2[CH:38]=[CH:37]1. Procedure details: To a solution of (2R)-[(tert-butoxycarbonyl)amino](2,3-dihydro-1H-inden-2-yl)ethanoic acid (419 mg) in dry tetrahydrofuran (5 ml) at −20° C. under a nitrogen atmosphere was added N-methylmorpholine (158 μl) and a solution of isopropylchloroformate in toluene (1.0M, 1.44 ml). After 10 minutes, a solution of N-[1-(benzofuran-5-yl)-2-(dimethylamino)-2-oxoethyl]-L-leucine (478 mg) in dimethylformamide (5 ml) was added and the reaction was allowed to warm to room temperature. After 20 hours, the solv... Reaction SMILES: [OH:1][C:2]1[CH:10]=[CH:9][C:5]([C:6]([OH:8])=[O:7])=[CH:4][CH:3]=1.[OH-].[K+].Br[CH2:14][CH2:15][CH:16]=[CH2:17]>C(O)C.O>[CH2:17]([O:1][C:2]1[CH:10]=[CH:9][C:5]([C:6]([OH:8])=[O:7])=[CH:4][CH:3]=1)[CH2:16][CH:15]=[CH2:14] |f:1.2|. Reactants: [OH-].[K+] (KOH), OC1=CC=C(C(=O)O)C=C1 (p-hydroxybenzoic acid), BrCCC=C (4-bromo-1-butene). Procedure: 69.1 g (0.5 mol) of p-hydroxybenzoic acid were dissolved in 400 ml of ethanol and treated with a solution of 56.1 g (1 mol) of KOH in 250 ml of water. The reaction batch was heated under reflux. While so doing 74.26 g (0.55 mol) of 4-bromo-1-butene were slowly added dropwise. After 5 hours the ethanol was removed on a rotary evaporator. The aqueous phase was brought to a pH value of 10 with NaOH and extracted repeatedly with diethyl ether. The aqueous phase was poured into a mixture of 46 ml of ... Solvent: O (water), C(C)O (ethanol). Product: C(CC=C)OC1=CC=C(C(=O)O)C=C1 (4-(But-3-enyloxy)-benzoic acid). The reactants are COC=1C=C(C=CC1OC)C=CC(=O)O (3-(3,4-Dimethoxy-phenyl)-acrylic acid), compound, CO (methanol). Run in S(O)(O)(=O)=O (sulfuric acid). Reaction conditions: time 4 hour. Yields the product COC(C=CC1=CC(=C(C=C1)OC)OC)=O (3-(3,4-Dimethoxy-phenyl)-acrylic acid methyl ester). RXN SMILES: [CH3:1][O:2][C:3]1[CH:4]=[C:5]([CH:11]=[CH:12][C:13]([OH:15])=[O:14])[CH:6]=[CH:7][C:8]=1[O:9][CH3:10].[CH3:16]O>S(=O)(=O)(O)O>[CH3:16][O:14][C:13](=[O:15])[CH:12]=[CH:11][C:5]1[CH:6]=[CH:7][C:8]([O:9][CH3:10])=[C:3]([O:2][CH3:1])[CH:4]=1. Reported procedure: 3-(3,4-Dimethoxy-phenyl)-acrylic acid (compound of Example 2 (Step 1); 1.0 g, 4.8 mmol) was dissolved in methanol (10 mL) in the presence of catalytic amount of sulfuric acid. The reaction mixture was stirred at room temperature for 4 h. The reaction mixture was cooled at 5° C. and quenched with saturated sodium carbonate solution (2 mL). The solid obtained was filtered and dried.